This data is from the Open Reaction Database (ORD), a public repository of structured organic reaction records. The task is: describe an organic reaction: reactants, conditions, products, and yield Reactants: COC=1C=CC(=CC1)P2(=S)SP(=S)(S2)C=3C=CC(=CC3)OC (Lawesson's Reagent), CC1=CC=C(S1)C(CNC(C1=CC=C(C=C1)C(F)(F)F)=O)=O (N-[2-(5-methylthienyl)-2-oxoethyl]-4-trifluoromethylbenzamide). The solvent is C1(=CC=CC=C1)C (toluene), C(Cl)Cl (methylene chloride), C1(=CC=CC=C1)C (toluene). Conditions: time 2 day. Product: CC1=CC=C(S1)C1=CN=C(S1)C1=CC=C(C=C1)C(F)(F)F (5-(5-methylthien-2-yl)-2-(4-trifluoromethylphenyl)thiazole). The yield is 53.9%. Reaction SMILES: COC1C=CC(P2(SP(C3C=CC(OC)=CC=3)(=S)S2)=[S:10])=CC=1.[CH3:23][C:24]1[S:28][C:27]([C:29](=O)[CH2:30][NH:31][C:32](=O)[C:33]2[CH:38]=[CH:37][C:36]([C:39]([F:42])([F:41])[F:40])=[CH:35][CH:34]=2)=[CH:26][CH:25]=1>C1(C)C=CC=CC=1.C(Cl)Cl>[CH3:23][C:24]1[S:28][C:27]([C:29]2[S:10][C:32]([C:33]3[CH:38]=[CH:37][C:36]([C:39]([F:42])([F:41])[F:40])=[CH:35][CH:34]=3)=[N:31][CH:30]=2)=[CH:26][CH:25]=1. Procedure: To a stirred suspension of Lawesson's Reagent (2.3 g, 0.0057 mole) in approximately 40 ml of toluene was added a mixture of N-[2-(5-methylthienyl)-2-oxoethyl]-4-trifluoromethylbenzamide (3.0 g, 0.011 mole) in toluene (35 ml). After complete addition the reaction mixture was heated at reflux for approximately four hours, then was allowed to cool to room temperature and stirred for two days. The solvent was removed from the reaction mixture by evaporation under reduced pressure, leaving an oil. Th... Starting materials: CO, Cc1cccc([N+](=O)[O-])c1N. Yields the product Cc1cccc(N)c1N. As a reaction SMILES: [CH3:12][OH:13].[CH3:1][c:2]1[c:3]([NH2:4])[c:5]([N+:9]([O-:10])=[O:11])[cH:6][cH:7][cH:8]1>>[CH3:1][c:2]1[c:3]([NH2:4])[c:5]([NH2:9])[cH:6][cH:7][cH:8]1. Starting materials: CC(C)(C)[Si](C)(C)Cl, CCOC(=O)C1CC(O)CN1C(=O)OC(C)(C)C, CN(C)C=O, c1c[nH]cn1. Product: CCOC(=O)C1CC(O[Si](C)(C)C(C)(C)C)CN1C(=O)OC(C)(C)C. Reaction SMILES: [C:19]([CH3:20])([CH3:21])([CH3:22])[Si:23]([Cl:24])([CH3:25])[CH3:26].[CH2:1]([CH3:2])[O:3][C:4]([CH:5]1[N:6]([C:11](=[O:12])[O:13][C:14]([CH3:15])([CH3:16])[CH3:17])[CH2:7][CH:8]([OH:10])[CH2:9]1)=[O:18].[O:32]=[CH:33][N:34]([CH3:35])[CH3:36].[nH:27]1[cH:28][cH:29][n:30][cH:31]1>>[CH2:1]([CH3:2])[O:3][C:4]([CH:5]1[N:6]([C:11](=[O:12])[O:13][C:14]([CH3:15])([CH3:16])[CH3:17])[CH2:7][CH:8]([O:10][Si:23]([C:19]([CH3:20])([CH3:21])[CH3:22])([CH3:25])[CH3:26])[CH2:9]1)=[O:18].